Task: describe an organic reaction: reactants, conditions, products, and yield. Dataset: the Open Reaction Database (ORD), a public repository of structured organic reaction records Reactants: FC(C=1C=C2C(=NNC2=CC1)N1C(C2=CC=CC=C2C1=O)=O)(F)F (2-(5-Trifluoromethyl-1H-indazol-3-yl)-isoindole-1,3-dione), C(C)(C)(C)N=C=O (t-butyl-isocyanate). Solvent: CN(C)C=O (DMF). Yields the product C(C)(C)(C)NC(=O)N1N=C(C2=CC(=CC=C12)C(F)(F)F)N1C(C2=CC=CC=C2C1=O)=O (3-(1,3-Dioxo-1,3-dihydro-isoindol-2-yl)-5-trifluoromethyl-indazole-1-carboxylic acid tert-butyl amide). As a reaction SMILES: [F:1][C:2]([F:24])([F:23])[C:3]1[CH:4]=[C:5]2[C:9](=[CH:10][CH:11]=1)[NH:8][N:7]=[C:6]2[N:12]1[C:20](=[O:21])[C:19]2[C:14](=[CH:15][CH:16]=[CH:17][CH:18]=2)[C:13]1=[O:22].[C:25]([N:29]=[C:30]=[O:31])([CH3:28])([CH3:27])[CH3:26]>CN(C=O)C>[C:25]([NH:29][C:30]([N:8]1[C:9]2[C:5](=[CH:4][C:3]([C:2]([F:23])([F:1])[F:24])=[CH:11][CH:10]=2)[C:6]([N:12]2[C:20](=[O:21])[C:19]3[C:14](=[CH:15][CH:16]=[CH:17][CH:18]=3)[C:13]2=[O:22])=[N:7]1)=[O:31])([CH3:28])([CH3:27])[CH3:26]. Procedure: 2-(5-Trifluoromethyl-1H-indazol-3-yl)-isoindole-1,3-dione (1.56 g, 4.71 mmol) in DMF (5 mL) was treated with t-butyl-isocyanate (513 mg, 5.18 mmol) at room temperature overnight. The reaction was partitioned between ethyl acetate and water. The organic layer was washed with brine, dried over anhydrous Na2SO4, filtered and concentrated to give the crude material. Purification by silica gel column (hexanes:ethyl acetate 2:1) afforded the title compound as colorless solid. Reaction SMILES: [C:1](N1C=CN=C1)(N1C=CN=C1)=[S:2].[CH2:13]([NH:20][C:21]1[C:30]2[C:25](=[CH:26][CH:27]=[CH:28][CH:29]=2)[N:24]=[CH:23][C:22]=1[NH2:31])[C:14]1[CH:19]=[CH:18][CH:17]=[CH:16][CH:15]=1>N1C=CC=CC=1.C1COCC1>[CH2:13]([N:20]1[C:21]2[C:30]3[CH:29]=[CH:28][CH:27]=[CH:26][C:25]=3[N:24]=[CH:23][C:22]=2[N:31]=[C:1]1[SH:2])[C:14]1[CH:15]=[CH:16][CH:17]=[CH:18][CH:19]=1. The reactants are C(=S)(N1C=NC=C1)N1C=NC=C1 (1,1′-Thiocarbonyldiimidazole), C(C1=CC=CC=C1)NC1=C(C=NC2=CC=CC=C12)N (N4-benzylquinoline-3,4-diamine). Procedure: 1,1′-Thiocarbonyldiimidazole (5.74 g, 32.2 mmol) was added to a solution of N4-benzylquinoline-3,4-diamine, see U.S. Pat. No. 4,689,338 (Gerster), Example 124, Parts A and B, (6.69 g, 26.8 mmol) in pyridine (50 mL) and THF (50 mL), and the reaction was heated at 80° C. for two hours and cooled to room temperature. A precipitate was present and was isolated by filtration and washed with diethyl ether to provide 4.17 g of 1-benzyl-1H-imidazo[4,5-c]quinoline-2-thiol as a white solid. The filtrate w... Yields the product C(C1=CC=CC=C1)N1C(=NC=2C=NC=3C=CC=CC3C21)S (1-benzyl-1H-imidazo[4,5-c]quinoline-2-thiol). The solvent is N1=CC=CC=C1 (pyridine), C1CCOC1 (THF). The reactants are C(#N)C=1C(=NC=C(C1)C)SC1=CC=C(C=C1)[N+](=O)[O-] (3-cyano-2-(4-nitrophenylthio)-5-methylpyridine), BrN1C(CCC1=O)=O (N-bromosuccinimide), C(C1=CC=CC=C1)(=O)OOC(C1=CC=CC=C1)=O (benzoyl peroxide). The solvent is C1=CC=CC=C1 (benzene). Yields the product C(#N)C=1C(=NC=C(C1)CBr)SC1=CC=C(C=C1)[N+](=O)[O-] (3-cyano-2-(4-nitrophenylthio)-5-bromomethylpyridine). Reaction SMILES: [C:1]([C:3]1[C:4]([S:10][C:11]2[CH:16]=[CH:15][C:14]([N+:17]([O-:19])=[O:18])=[CH:13][CH:12]=2)=[N:5][CH:6]=[C:7]([CH3:9])[CH:8]=1)#[N:2].[Br:20]N1C(=O)CCC1=O.C(OOC(=O)C1C=CC=CC=1)(=O)C1C=CC=CC=1>C1C=CC=CC=1>[C:1]([C:3]1[C:4]([S:10][C:11]2[CH:12]=[CH:13][C:14]([N+:17]([O-:19])=[O:18])=[CH:15][CH:16]=2)=[N:5][CH:6]=[C:7]([CH2:9][Br:20])[CH:8]=1)#[N:2]. Procedure: A mixture of 60.00 g (0.221 mol) of 3-cyano-2-(4-nitrophenylthio)-5-methylpyridine, 39.37 g (0.221 mol) of N-bromosuccinimide, 3.0 g of benzoyl peroxide and 60 mL of benzene was refluxed for 16 hours while being irradiated with a 275-W sunlamp. The solvent was removed under reduced pressure and the residue was shaken with a mixture of 1 L of water and 1 L of methylene chloride. The organic layer was separated, washed with 1 L of water, dried over anhydrous magnesium sulfate, and filtered. Remova...